Dataset: the Open Reaction Database (ORD), a public repository of structured organic reaction records. Task: describe an organic reaction: reactants, conditions, products, and yield The reactants are [H-].[Na+] (sodium hydride), C1(CC1)N1C2=C(NC(C3=C1N=CC=C3)=O)C(=CC=N2)C (11-Cyclopropyl-5,11-dihydro-4-methyl-6H-dipyrido[3,2-b:2',3'-e][1,4]diazepin-6-one), O1CCCC1 (tetrahydrofuran), oxodiperoxymolybdenum(pyridine)hexamethylphosphoramide. Reaction conditions: time 1 hour. Yields the product C1(CC1)N1C2=C(N(C(C3=C1N=CC=C3)=O)O)C(=CC=N2)C (11-cyclopropyl-5,11-dihydro-5-hydroxy-4-methyl-6H-dipyrido[3,2-b:2',3'-e][1,4]diazepin-6-one). Isolated yield 9.5%. Reaction SMILES: [CH:1]1([N:4]2[C:10]3[N:11]=[CH:12][CH:13]=[CH:14][C:9]=3[C:8](=[O:15])[NH:7][C:6]3[C:16]([CH3:20])=[CH:17][CH:18]=[N:19][C:5]2=3)[CH2:3][CH2:2]1.[H-].[Na+].[O:23]1CCCC1>>[CH:1]1([N:4]2[C:10]3[N:11]=[CH:12][CH:13]=[CH:14][C:9]=3[C:8](=[O:15])[N:7]([OH:23])[C:6]3[C:16]([CH3:20])=[CH:17][CH:18]=[N:19][C:5]2=3)[CH2:3][CH2:2]1 |f:1.2|. Reported procedure: To a mixture of 0.5 g of 11-cyclopropyl-5,11-dihydro-4-methyl-6H-dipyrido[3,2-b:2',3'-e][1,4]diazepin-6-one (Example 12) in 25 ml of tetrahydrofuran was added 0.12 g of 50% sodium hydride in mineral oil. The reaction mixture was stirred at room temperature for one hour and then cooled to 0° C., at which time 0.9 g of oxodiperoxymolybdenum(pyridine)hexamethylphosphoramide (MoOPH) was added in one portion. The reaction mixture was then allowed to warm to room temperature and was allowed to stir ov... The reactants are dry ice acetone, O(C1=CC=CC=C1)CC1=NC2C(N(C2S1)C(C(=O)OC(C1=CC=CC=C1)C1=CC=CC=C1)C(CCl)=C)=O (diphenylmethyl α-[3-phenoxymethyl-7-oxo-2,6-diaza-4-thiabicyclo[3,2,0]hept-2-en-6-yl]-α-(1-chloro-2-propen-2-yl)acetate), O=[O+][O-] (ozone). Run in C(Cl)Cl (methylene chloride), CO (methanol). Conditions: time 1.5 hour. The product is O(C1=CC=CC=C1)CC1=NC2C(N(C2S1)C(C(=O)OC(C1=CC=CC=C1)C1=CC=CC=C1)=C(CCl)O)=O (diphenylmethyl α-[3-phenoxymethyl-7-oxo-2,6-diaza-4-thiabicyclo[3,2,0]hept-2-en-6-yl]-α-(2-chloro-1-hydroxyethylidene)acetate). As a reaction SMILES: [O:1]([CH2:8][C:9]1[S:15][CH:14]2[CH:11]([C:12](=[O:37])[N:13]2[CH:16]([C:33](=C)[CH2:34][Cl:35])[C:17]([O:19][CH:20]([C:27]2[CH:32]=[CH:31][CH:30]=[CH:29][CH:28]=2)[C:21]2[CH:26]=[CH:25][CH:24]=[CH:23][CH:22]=2)=[O:18])[N:10]=1)[C:2]1[CH:7]=[CH:6][CH:5]=[CH:4][CH:3]=1.[O:38]=[O+][O-]>C(Cl)Cl.CO>[O:1]([CH2:8][C:9]1[S:15][CH:14]2[CH:11]([C:12](=[O:37])[N:13]2[C:16](=[C:33]([OH:38])[CH2:34][Cl:35])[C:17]([O:19][CH:20]([C:21]2[CH:26]=[CH:25][CH:24]=[CH:23][CH:22]=2)[C:27]2[CH:28]=[CH:29][CH:30]=[CH:31][CH:32]=2)=[O:18])[N:10]=1)[C:2]1[CH:7]=[CH:6][CH:5]=[CH:4][CH:3]=1. Procedure: To a dry ice acetone cooled solution of diphenylmethyl α-[3-phenoxymethyl-7-oxo-2,6-diaza-4-thiabicyclo[3,2,0]hept-2-en-6-yl]-α-(1-chloro-2-propen-2-yl)acetate (160 mg) in a mixture of methylene chloride (3.2 ml) and methanol (0.3 ml) is introduced ozone until the reaction mixture shows blue color. Then excess ozone is purged with oxygen, mixed with an aqueous solution of 95% sodium hydrogen sulfite (100 mg), warmed to room temperature to decompose the ozonide. After 1.5 hours, the solution is w... Starting materials: CC(=C)CC(C)(C)C (diisobutylene), [PH2](=O)O (hypophosphorous acid). Yields the product CC(CP(O)=O)CC(C)(C)C ((2,4,4-trimethyl-pentyl)-phosphinic acid). Reaction SMILES: [CH3:1][C:2]([CH2:4][C:5]([CH3:8])([CH3:7])[CH3:6])=[CH2:3].[PH2:9]([OH:11])=[O:10]>>[CH3:3][CH:2]([CH2:4][C:5]([CH3:8])([CH3:7])[CH3:6])[CH2:1][PH:9](=[O:10])[OH:11]. Procedure details: A mixture of diisobutylene (112 g, 1 mol) and hypophosphorous acid (30%, 230 mL) are reacted in the presence of t-butyfperbenzoate. After aqueous work up, 45 g of oily product are obtained. It is characterized by 1H NMR and 31P NMR which shows formation of product (64% pure). Reactants: C([O-])([O-])=O.[Na+].[Na+] (Sodium carbonate), ClC1=C(C(=CC=C1)[N+](=O)[O-])Cl (1,2-dichloro-3-nitrobenzene), ClC1=C(C=CC(=C1)Cl)S (2,4-dichlorothio-phenol). The solvent is C=1(C(=CC=CC1)C)C (xylene). Run at time 1 hour. Yields the product ClC=1C(=C(C=CC1)[N+](=O)[O-])SC1=C(C=C(C=C1)Cl)Cl (3-chloro-2-(2,4-dichlorophenylthio)-nitrobenzene). Reaction SMILES: C(=O)([O-])[O-].[Na+].[Na+].[Cl:7][C:8]1[CH:13]=[CH:12][CH:11]=[C:10]([N+:14]([O-:16])=[O:15])[C:9]=1Cl.[Cl:18][C:19]1[CH:24]=[C:23]([Cl:25])[CH:22]=[CH:21][C:20]=1[SH:26]>C1(C)C(C)=CC=CC=1>[Cl:7][C:8]1[C:9]([S:26][C:20]2[CH:21]=[CH:22][C:23]([Cl:25])=[CH:24][C:19]=2[Cl:18])=[C:10]([N+:14]([O-:16])=[O:15])[CH:11]=[CH:12][CH:13]=1 |f:0.1.2|. Reported procedure: Sodium carbonate (13.8 g) is added to a solution of 1,2-dichloro-3-nitrobenzene (19.29 g) and 2,4-dichlorothio-phenol (17.9 g) in xylene (250 ml), and the resulting mixture is heated for 5 hours at reflux temperature. The precipitate is separated by filtration, washed with xylene and the combined organic phases are concentrated. The resultant residue is mixed with petroleum ether and stirred for 1 hour at room temperature. Following this, the crystalline material is suction filtered and washed w... Starting materials: Cc1noc(C)c1Cn1cc(N2C(=O)CN(Cc3cccc(C=O)c3)C2=O)cn1, CCO. Yields the product Cc1noc(C)c1Cn1cc(N2C(=O)CN(Cc3cccc(CO)c3)C2=O)cn1. RXN SMILES: [CH3:1][c:2]1[n:3][o:4][c:5]([CH3:29])[c:6]1[CH2:7][n:8]1[n:9][cH:10][c:11]([N:13]2[C:14](=[O:28])[N:15]([CH2:19][c:20]3[cH:21][c:22]([CH:23]=[O:24])[cH:25][cH:26][cH:27]3)[CH2:16][C:17]2=[O:18])[cH:12]1.[CH3:30][CH2:31][OH:32]>>[CH3:1][c:2]1[n:3][o:4][c:5]([CH3:29])[c:6]1[CH2:7][n:8]1[n:9][cH:10][c:11]([N:13]2[C:14](=[O:28])[N:15]([CH2:19][c:20]3[cH:21][c:22]([CH2:23][OH:24])[cH:25][cH:26][cH:27]3)[CH2:16][C:17]2=[O:18])[cH:12]1.